Dataset: the Open Reaction Database (ORD), a public repository of structured organic reaction records. Task: describe an organic reaction: reactants, conditions, products, and yield Reactants: C(C)OC(=O)N1CCCOC2=C1C=CC(=C2)N (3-amino-7,8-dihydro-6H-5-oxa-9-aza-benzocycloheptene-9-carboxylic acid ethyl ester), ClC1=NC=C(C(=N1)NC1=C(C(=O)NC)C=CC=C1)Cl (2-(2,5-dichloro-pyrimidin-4-ylamino)-N-methyl-benzamide). Product: C(C)OC(=O)N1CCCOC2=C1C=CC(=C2)NC2=NC=C(C(=N2)NC2=C(C=CC=C2)C(NC)=O)Cl (3-[5-Chloro-4-(2-methylcarbamoyl-phenylamino)-pyrimidin-2-ylamino]-7,8-dihydro-6H-5-oxa-9-aza-benzocycloheptene-9-carboxylic acid ethyl ester), foam. Isolated yield 52.0%. As a reaction SMILES: [CH2:1]([O:3][C:4]([N:6]1[C:12]2[CH:13]=[CH:14][C:15]([NH2:17])=[CH:16][C:11]=2[O:10][CH2:9][CH2:8][CH2:7]1)=[O:5])[CH3:2].Cl[C:19]1[N:24]=[C:23]([NH:25][C:26]2[CH:35]=[CH:34][CH:33]=[CH:32][C:27]=2[C:28]([NH:30][CH3:31])=[O:29])[C:22]([Cl:36])=[CH:21][N:20]=1>>[CH2:1]([O:3][C:4]([N:6]1[C:12]2[CH:13]=[CH:14][C:15]([NH:17][C:19]3[N:24]=[C:23]([NH:25][C:26]4[CH:35]=[CH:34][CH:33]=[CH:32][C:27]=4[C:28](=[O:29])[NH:30][CH3:31])[C:22]([Cl:36])=[CH:21][N:20]=3)=[CH:16][C:11]=2[O:10][CH2:9][CH2:8][CH2:7]1)=[O:5])[CH3:2]. Procedure: 3-[5-Chloro-4-(2-methylcarbamoyl-phenylamino)-pyrimidin-2-ylamino]-7,8-dihydro-6H-5-oxa-9-aza-benzocycloheptene-9-carboxylic acid ethyl ester was prepared from 3-amino-7,8-dihydro-6H-5-oxa-9-aza-benzocycloheptene-9-carboxylic acid ethyl ester and 2-(2,5-dichloro-pyrimidin-4-ylamino)-N-methyl-benzamide in an analogous manner to Example 1410. Product isolated as a yellow foam (102 mg, 52%). LCMS (m/e) 497 (M+H); 1H-NMR (CDCl3, 400 MHz) δ 11.14-11.00 (m, 1H), 8.70-8.36 (m, 1H), 8.12 (s, 1H), 7.57-6... Starting materials: C([C@H](O)[C@H](O)CO)O (Erythritol), C(CCCCCCC\C=C/CCCCCCCC)(=O)OC (methyl oleate), tetraoleate. The reagents and catalysts are C[O-].[Na+] (sodium methoxide). The solvent is petroleum ether. The product is C(CCCCCCC\C=C/CCCCCCCC)(=O)O[C@@H](COC(CCCCCCC\C=C/CCCCCCCC)=O)[C@H](OC(CCCCCCC\C=C/CCCCCCCC)=O)COC(CCCCCCC\C=C/CCCCCCCC)=O (Erythritol tetraoleate). As a reaction SMILES: [CH2:1]([OH:8])[C@@H:2]([C@@H:4]([CH2:6][OH:7])[OH:5])[OH:3].[C:9]([O:28]C)(=O)[CH2:10][CH2:11][CH2:12][CH2:13][CH2:14][CH2:15][CH2:16]/[CH:17]=[CH:18]\[CH2:19][CH2:20][CH2:21][CH2:22][CH2:23][CH2:24][CH2:25][CH3:26]>C[O-].[Na+]>[C:9]([O:3][C@H:2]([C@@H:4]([CH2:6][O:7][C:9](=[O:28])[CH2:10][CH2:11][CH2:12][CH2:13][CH2:14][CH2:15][CH2:16]/[CH:17]=[CH:18]\[CH2:19][CH2:20][CH2:21][CH2:22][CH2:23][CH2:24][CH2:25][CH3:26])[O:5][C:9](=[O:28])[CH2:10][CH2:11][CH2:12][CH2:13][CH2:14][CH2:15][CH2:16]/[CH:17]=[CH:18]\[CH2:19][CH2:20][CH2:21][CH2:22][CH2:23][CH2:24][CH2:25][CH3:26])[CH2:1][O:8][C:9](=[O:28])[CH2:10][CH2:11][CH2:12][CH2:13][CH2:14][CH2:15][CH2:16]/[CH:17]=[CH:18]\[CH2:19][CH2:20][CH2:21][CH2:22][CH2:23][CH2:24][CH2:25][CH3:26])(=[O:28])[CH2:10][CH2:11][CH2:12][CH2:13][CH2:14][CH2:15][CH2:16]/[CH:17]=[CH:18]\[CH2:19][CH2:20][CH2:21][CH2:22][CH2:23][CH2:24][CH2:25][CH3:26] |f:2.3|. Procedure: Erythritol and a five-fold molar excess of methyl oleate are heated at 180° C. under vacuum, with agitation, in the presence of sodium methoxide catalyst over two reaction periods of several hours each. The reaction product (predominately erytiritol tetraoleate) is refined in petroleum ether and crystallized three times from several volumes of acetone at 1° C. Reactants: CN(C(CN[C@]12[C@@H]([C@H]3CC[C@@H]4[C@]5(CC=C(C([C@@H]5CC[C@]4([C@@]3(CC1)C)C)(C)C)C1=CC=C(C(=O)O)C=C1)C)[C@@H](CC2)C(=C)C)=O)C (4-((1R,3aS,5aR,5bR,7aR,11aS,11bR,13aR,13bR)-3a-(2-(dimethylamino)-2-oxoethylamino)-5a,5b,8,8,11a-pentamethyl-1-(prop-1-en-2-yl)-2,3,3a,4,5,5a,5b,6,7,7a,8,11,11a,11b,12,13,13a,13b-octadecahydro-1H-cyclopenta[a]chrysen-9-yl)benzoic acid), Cl.ClCCN1CCSCC1 (4-(2-chloroethyl)thiomorpholine hydrochloride). Yields the product C[C@]12CC[C@@]3([C@@H]([C@H]2CC[C@@H]2[C@]4(CC=C(C([C@@H]4CC[C@@]12C)(C)C)C1=CC=C(C(=O)O)C=C1)C)[C@@H](CC3)C(=C)C)NCCN3CCSCC3 (4-((1R,3aS,5aR,5bR,7aR,11aS,11bR,13aR,13bR)-5a,5b,8,8,11a-pentamethyl-1-(prop-1-en-2-yl)-3a-(2-thiomorpholinoethylamino)-2,3,3a,4,5,5a,5b,6,7,7a,8,11,11a,11b,12,13,13a,13b-octadecahydro-1H-cyclopenta[a]chrysen-9-yl)benzoic acid), solid. Yield: 0.9%. RXN SMILES: CN(C)C(=O)C[NH:5][C@:6]12[CH2:40][CH2:39][C@@H:38]([C:41]([CH3:43])=[CH2:42])[C@@H:7]1[C@@H:8]1[C@@:21]([CH3:24])([CH2:22][CH2:23]2)[C@@:20]2([CH3:25])[C@@H:11]([C@:12]3([CH3:37])[C@@H:17]([CH2:18][CH2:19]2)[C:16]([CH3:27])([CH3:26])[C:15]([C:28]2[CH:36]=[CH:35][C:31]([C:32]([OH:34])=[O:33])=[CH:30][CH:29]=2)=[CH:14][CH2:13]3)[CH2:10][CH2:9]1.Cl.Cl[CH2:48][CH2:49][N:50]1[CH2:55][CH2:54][S:53][CH2:52][CH2:51]1>>[CH3:24][C@:21]12[C@@:20]3([CH3:25])[C@@H:11]([C@:12]4([CH3:37])[C@@H:17]([CH2:18][CH2:19]3)[C:16]([CH3:26])([CH3:27])[C:15]([C:28]3[CH:36]=[CH:35][C:31]([C:32]([OH:34])=[O:33])=[CH:30][CH:29]=3)=[CH:14][CH2:13]4)[CH2:10][CH2:9][C@@H:8]1[C@H:7]1[C@H:38]([C:41]([CH3:43])=[CH2:42])[CH2:39][CH2:40][C@:6]1([NH:5][CH2:48][CH2:49][N:50]1[CH2:55][CH2:54][S:53][CH2:52][CH2:51]1)[CH2:23][CH2:22]2 |f:1.2|. Procedure details: The title compound was prepared following the method described above for the synthesis of 4-((1R,3aS,5aR,5bR,7aR,11aS,11bR,13aR,13bR)-3a-(2-(dimethylamino)-2-oxoethylamino)-5a,5b,8,8,11a-pentamethyl-1-(prop-1-en-2-yl)-2,3,3a,4,5,5a,5b,6,7,7a,8,11,11a,11b,12,13,13a,13b-octadecahydro-1H-cyclopenta[a]chrysen-9-yl)benzoic acid using 4-(2-chloroethyl)thiomorpholine hydrochloride (prepared as describe in WO 2009058859) as the alkylating reagent in Step 1. The product was isolated as a white solid (3 m... Starting materials: NCCN1N=C(C=C1)C=1C=C(C(C#N)=CC1)C#N (4-(1-(2-aminoethyl)-1H-pyrazol-3-yl)phthalonitrile), N1=C(C=CC=C1)C1=NNC(=C1)C(=O)O (3-(pyridin-2-yl)-1H-pyrazole-5-carboxylic acid). The product is C(#N)C=1C=C(C=CC1C#N)C1=NN(C=C1)CCNC(=O)C1=CC(=NN1)C1=NC=CC=C1 (N-(2-(3-(3,4-dicyanophenyl)-1H-pyrazol-1-yl)ethyl)-3-(pyridin-2-yl)-1H-pyrazole-5-carboxamide). Reaction SMILES: [NH2:1][CH2:2][CH2:3][N:4]1[CH:8]=[CH:7][C:6]([C:9]2[CH:10]=[C:11]([C:17]#[N:18])[C:12](=[CH:15][CH:16]=2)[C:13]#[N:14])=[N:5]1.[N:19]1[CH:24]=[CH:23][CH:22]=[CH:21][C:20]=1[C:25]1[CH:29]=[C:28]([C:30](O)=[O:31])[NH:27][N:26]=1>>[C:17]([C:11]1[CH:10]=[C:9]([C:6]2[CH:7]=[CH:8][N:4]([CH2:3][CH2:2][NH:1][C:30]([C:28]3[NH:27][N:26]=[C:25]([C:20]4[CH:21]=[CH:22][CH:23]=[CH:24][N:19]=4)[CH:29]=3)=[O:31])[N:5]=2)[CH:16]=[CH:15][C:12]=1[C:13]#[N:14])#[N:18]. Procedure details: The title compound was prepared from 4-(1-(2-aminoethyl)-1H-pyrazol-3-yl)phthalonitrile (0.050 g) and 3-(pyridin-2-yl)-1H-pyrazole-5-carboxylic acid (0.042 g) using the method of Example 34(d). Yield 0.062 g. 1H-NMR (400 MHz; d6-DMSO): δ 3.72 (t, 2H), 4.40 (t, 2H), 7.01 (s, 1H), 7.27-7.40 (m, 2H), 7.88-7.94 (m, 3H), 8.14 (d, 1H), 8.32 (d, 1H), 8.35-8.65 (m, 3H), 13.9 (br s, 1H). The reactants are O=S(=O)(Nc1ccc(Br)cc1)C(F)(F)F, CCOC([O-])[O-]. Product: CCN(c1ccc(Br)cc1)S(=O)(=O)C(F)(F)F. RXN SMILES: [Br:1][c:2]1[cH:3][cH:4][c:5]([NH:8][S:9](=[O:10])(=[O:11])[C:12]([F:13])([F:14])[F:15])[cH:6][cH:7]1.[CH:16]([O-:17])([O-:20])[O:21][CH2:18][CH3:19]>>[Br:1][c:2]1[cH:3][cH:4][c:5]([N:8]([S:9](=[O:10])(=[O:11])[C:12]([F:13])([F:14])[F:15])[CH2:18][CH3:19])[cH:6][cH:7]1.